Dataset: the Open Reaction Database (ORD), a public repository of structured organic reaction records. Task: describe an organic reaction: reactants, conditions, products, and yield The reactants are C(C)OC(C1=C(N=C(C=C1Cl)C1=C(C=CC=C1CC)CC)C)=O (4-chloro-6-(2,6-diethyl-phenyl)-2-methyl-nicotinic acid ethyl ester), CB(O)O (methylboronic acid), C([O-])([O-])=O.[Na+].[Na+] (sodium carbonate). Reagents/catalysts: C=1C=CC(=CC1)[P](C=2C=CC=CC2)(C=3C=CC=CC3)[Pd]([P](C=4C=CC=CC4)(C=5C=CC=CC5)C=6C=CC=CC6)([P](C=7C=CC=CC7)(C=8C=CC=CC8)C=9C=CC=CC9)[P](C=1C=CC=CC1)(C=1C=CC=CC1)C=1C=CC=CC1 (tetrakis(triphenylphosphine)palladium). Run in C1(=CC=CC=C1)C (toluene), O (water), O (water). Reaction conditions: temperature 100 celsius, time 10 minute. Yields the product C(C)OC(C1=C(N=C(C=C1C)C1=C(C=CC=C1CC)CC)C)=O (6-(2,6-Diethyl-phenyl)-2,4-dimethyl-nicotinic acid ethyl ester). RXN SMILES: [CH2:1]([O:3][C:4](=[O:23])[C:5]1[C:10](Cl)=[CH:9][C:8]([C:12]2[C:17]([CH2:18][CH3:19])=[CH:16][CH:15]=[CH:14][C:13]=2[CH2:20][CH3:21])=[N:7][C:6]=1[CH3:22])[CH3:2].[CH3:24]B(O)O.C(=O)([O-])[O-].[Na+].[Na+]>C1(C)C=CC=CC=1.O.C1C=CC([P]([Pd]([P](C2C=CC=CC=2)(C2C=CC=CC=2)C2C=CC=CC=2)([P](C2C=CC=CC=2)(C2C=CC=CC=2)C2C=CC=CC=2)[P](C2C=CC=CC=2)(C2C=CC=CC=2)C2C=CC=CC=2)(C2C=CC=CC=2)C2C=CC=CC=2)=CC=1>[CH2:1]([O:3][C:4](=[O:23])[C:5]1[C:10]([CH3:24])=[CH:9][C:8]([C:12]2[C:17]([CH2:18][CH3:19])=[CH:16][CH:15]=[CH:14][C:13]=2[CH2:20][CH3:21])=[N:7][C:6]=1[CH3:22])[CH3:2] |f:2.3.4,^1:45,47,66,85|. Reported procedure: A mixture of 4-chloro-6-(2,6-diethyl-phenyl)-2-methyl-nicotinic acid ethyl ester (0.49 g, 1.5 mmol), methylboronic acid (1.8 g, 29 mmol), and tetrakis(triphenylphosphine)palladium (0.086 g, 0.074 mmol) in toluene (30 mL) is stirred for 10 minutes under N2 atmosphere. A solution of sodium carbonate (6.3 g, 59 mmol) in water (20 mL) is added and the mixture is heated at 100° C. for 48 hours. After cooling to room temperature, the reaction mixture is diluted with water (20 mL) and extracted with Et...